This data is from the Open Reaction Database (ORD), a public repository of structured organic reaction records. The task is: describe an organic reaction: reactants, conditions, products, and yield Reactants: C(C)(C)C1CC=C(CC1)C1=C(C(=NO1)C(=O)OCC)C (ethyl 5-(4-isopropylcyclohex-1-en-1-yl)-4-methylisoxazole-3-carboxylate), CO (MeOH), [OH-].[Na+] (sodium hydroxide). The solvent is C1CCOC1 (THF). Reaction conditions: time 2 hour. Product: C(C)(C)C1CC=C(CC1)C1=C(C(=NO1)C(=O)O)C (5-(4-Isopropylcyclohex-1-en-1-yl)-4-methylisoxazole-3-carboxylic acid). RXN SMILES: [CH:1]([CH:4]1[CH2:9][CH2:8][C:7]([C:10]2[O:14][N:13]=[C:12]([C:15]([O:17]CC)=[O:16])[C:11]=2[CH3:20])=[CH:6][CH2:5]1)([CH3:3])[CH3:2].CO.[OH-].[Na+]>C1COCC1>[CH:1]([CH:4]1[CH2:9][CH2:8][C:7]([C:10]2[O:14][N:13]=[C:12]([C:15]([OH:17])=[O:16])[C:11]=2[CH3:20])=[CH:6][CH2:5]1)([CH3:3])[CH3:2] |f:2.3|. Reported procedure: To a solution of [ethyl 5-(4-isopropylcyclohex-1-en-1-yl)-4-methylisoxazole-3-carboxylate] (92 mg, 0.332 mmol) in THF (5 mL) and MeOH (3 mL) was added 2M sodium hydroxide (aq) (0.166 mL, 0.332 mmol) and the mixture was stirred at room temperature for 2 hrs. The resulting mixture was concentrated under reduced pressure and diluted with water. The aqueous layer was washed with EtOAc, acidified with 2M HCl (aq) and extracted with EtOAc. The organic extracts were dried over MgSO4, filtered and conce... Reactants: CC(C)O, O=Cc1cccc(Cl)c1, N#CCc1ccc(Cl)cc1, [Na+], [OH-]. Product: N#CC(=Cc1cccc(Cl)c1)c1ccc(Cl)cc1. As a reaction SMILES: [CH:22]([OH:23])([CH3:24])[CH3:25].[Cl:11][c:12]1[cH:13][c:14]([CH:15]=[O:16])[cH:17][cH:18][cH:19]1.[Cl:1][c:2]1[cH:3][cH:4][c:5]([CH2:6][C:7]#[N:8])[cH:9][cH:10]1.[Na+:21].[OH-:20]>>[Cl:1][c:2]1[cH:3][cH:4][c:5]([C:6]([C:7]#[N:8])=[CH:15][c:14]2[cH:13][c:12]([Cl:11])[cH:19][cH:18][cH:17]2)[cH:9][cH:10]1.